From a dataset of the Open Reaction Database (ORD), a public repository of structured organic reaction records. describe an organic reaction: reactants, conditions, products, and yield As a reaction SMILES: [F:1][C:2]1[CH:40]=[CH:39][C:5]([CH2:6][N:7]2[C:11]3[C:12](=[O:34])[N:13]([CH3:33])[C:14]([CH:23]([O:26]C4CCCCO4)[C:24]#N)=[C:15]([C:16]4[CH:21]=[CH:20][C:19]([CH3:22])=[CH:18][CH:17]=4)[C:10]=3[C:9]3[CH2:35][O:36][CH2:37][CH2:38][C:8]2=3)=[CH:4][CH:3]=1.[OH-:41].[Na+].Cl.[Si](C=[N+]=[N-])(C)(C)C.[CH3:51][OH:52]>CCOCC.C(O)C>[F:1][C:2]1[CH:40]=[CH:39][C:5]([CH2:6][N:7]2[C:11]3[C:12](=[O:34])[N:13]([CH3:33])[C:14]([CH:23]([OH:26])[C:24]([O:52][CH3:51])=[O:41])=[C:15]([C:16]4[CH:17]=[CH:18][C:19]([CH3:22])=[CH:20][CH:21]=4)[C:10]=3[C:9]3[CH2:35][O:36][CH2:37][CH2:38][C:8]2=3)=[CH:4][CH:3]=1 |f:1.2|. Yields the product FC1=CC=C(CN2C3=C(C4=C2C(N(C(=C4C4=CC=C(C=C4)C)C(C(=O)OC)O)C)=O)COCC3)C=C1 (methyl 2-(5-(4-fluorobenzyl)-7-methyl-6-oxo-9-(p-tolyl)-1,3,4,5,6,7-hexahydropyrano[3′,4′:4,5]pyrrolo[2,3-c]pyridin-8-yl)-2-hydroxyacetate). The solvent is C(C)O (Ethanol), CCOCC (Et2O). Conditions: temperature 140 celsius, time 18 hour. The reactants are FC1=CC=C(CN2C3=C(C4=C2C(N(C(=C4C4=CC=C(C=C4)C)C(C#N)OC4OCCCC4)C)=O)COCC3)C=C1 (2-(5-(4-fluorobenzyl)-7-methyl-6-oxo-9-(p-tolyl)-1,3,4,5,6,7-hexahydropyrano[3′,4′:4,5]pyrrolo[2,3-c]pyridin-8-yl)-2-((tetrahydro-2H-pyran-2-yl)oxy)acetonitrile), [OH-].[Na+] (NaOH), [Si](C)(C)(C)C=[N+]=[N-] (TMS diazomethane), CO (MeOH), Cl (HCl). Isolated yield 16.9%. Procedure details: A 6 mL microwave vial was charged with 2-(5-(4-fluorobenzyl)-7-methyl-6-oxo-9-(p-tolyl)-1,3,4,5,6,7-hexahydropyrano[3′,4′:4,5]pyrrolo[2,3-c]pyridin-8-yl)-2-((tetrahydro-2H-pyran-2-yl)oxy)acetonitrile (170 mg, 0.314 mmol), Ethanol (5 ml) and 20% NaOH (2.54 ml, 14.60 mmol). The reaction vessel was sealed and heated in a 140° C. oil bath. After 18 h, the reaction mixture was cooled in an ice bath and conc HCl was added until pH <2. The residue was suspended in a mixture of MeOH (2 mL) and Et2O (2 m...